From a dataset of the Open Reaction Database (ORD), a public repository of structured organic reaction records. describe an organic reaction: reactants, conditions, products, and yield Reactants: CC1=NOC(=C1C1=C(C=C2C(=C(C=NC2=C1)[N+](=O)[O-])N[C@H](C)C1=CC=CC=C1)OC)C (7-(3,5-dimethyl-4-isoxazolyl)-6-(methoxy)-3-nitro-N-[(1R)-1-phenylethyl]-4-quinolinamine), O.O.Cl[Sn]Cl (SnCl2.2H2O). Run in C(C)O (ethanol), Cl (HCl). Reaction conditions: temperature 40 celsius. Yields the product CC1=NOC(=C1C1=C(C=C2C(=C(C=NC2=C1)N)N[C@H](C)C1=CC=CC=C1)OC)C (7-(3,5-dimethyl-4-isoxazolyl)-6-(methoxy)-N4-[(1R)-1-phenylethyl]-3,4-quinolinediamine). The yield is 5.2%. As a reaction SMILES: [CH3:1][C:2]1[C:6]([C:7]2[CH:16]=[C:15]3[C:10]([C:11]([NH:20][C@@H:21]([C:23]4[CH:28]=[CH:27][CH:26]=[CH:25][CH:24]=4)[CH3:22])=[C:12]([N+:17]([O-])=O)[CH:13]=[N:14]3)=[CH:9][C:8]=2[O:29][CH3:30])=[C:5]([CH3:31])[O:4][N:3]=1.O.O.Cl[Sn]Cl>C(O)C.Cl>[CH3:1][C:2]1[C:6]([C:7]2[CH:16]=[C:15]3[C:10]([C:11]([NH:20][C@@H:21]([C:23]4[CH:28]=[CH:27][CH:26]=[CH:25][CH:24]=4)[CH3:22])=[C:12]([NH2:17])[CH:13]=[N:14]3)=[CH:9][C:8]=2[O:29][CH3:30])=[C:5]([CH3:31])[O:4][N:3]=1 |f:1.2.3|. Reported procedure: To a solution of this nitro intermediate (2.5 g, 24.82 mmol) in a mixture of ethanol (20 ml) and HCl (3.8 ml), was added portionwise SnCl2.2H2O (5.6 g, 24.82 mmol). The reaction mixture was heated to 40° C. for 1 h, then hydrolysed with sodium hydroxide N and extracted with DCM. The organic phase was washed with water, dried and concentrated to give the title compound as a brown powder (0.5 g, 17%). (APCI-MS) m/z: 389 MH+, Rt 2.95 min. Starting materials: Cn1cc(Br)cc(Br)c1=O, O=C([O-])[O-], CCN1CCN(c2ccc(N)nc2)CC1, ClCCl, [Cs+], [Cs+], C1COCCO1, O=C(C=Cc1ccccc1)C=Cc1ccccc1, O=C(C=Cc1ccccc1)C=Cc1ccccc1, O=C(C=Cc1ccccc1)C=Cc1ccccc1, [Pd], [Pd]. The product is CCN1CCN(c2ccc(Nc3cc(Br)cn(C)c3=O)nc2)CC1. As a reaction SMILES: [Br:16][c:17]1[c:18](=[O:25])[n:19]([CH3:24])[cH:20][c:21]([Br:23])[cH:22]1.[C:26](=[O:27])([O-:28])[O-:29].[CH2:1]([CH3:2])[N:3]1[CH2:4][CH2:5][N:6]([c:9]2[cH:10][cH:11][c:12]([NH2:15])[n:13][cH:14]2)[CH2:7][CH2:8]1.[Cl:94][CH2:95][Cl:96].[Cs+:30].[Cs+:31].[O:32]1[CH2:33][CH2:34][O:35][CH2:36][CH2:37]1.[O:40]=[C:41]([CH:42]=[CH:43][c:44]1[cH:45][cH:46][cH:47][cH:48][cH:49]1)[CH:50]=[CH:51][c:52]1[cH:53][cH:54][cH:55][cH:56][cH:57]1.[O:58]=[C:59]([CH:60]=[CH:61][c:62]1[cH:63][cH:64][cH:65][cH:66][cH:67]1)[CH:68]=[CH:69][c:70]1[cH:71][cH:72][cH:73][cH:74][cH:75]1.[O:76]=[C:77]([CH:78]=[CH:79][c:80]1[cH:81][cH:82][cH:83][cH:84][cH:85]1)[CH:86]=[CH:87][c:88]1[cH:89][cH:90][cH:91][cH:92][cH:93]1.[Pd:38].[Pd:39]>>[CH2:1]([CH3:2])[N:3]1[CH2:4][CH2:5][N:6]([c:9]2[cH:10][cH:11][c:12]([NH:15][c:17]3[c:18](=[O:25])[n:19]([CH3:24])[cH:20][c:21]([Br:23])[cH:22]3)[n:13][cH:14]2)[CH2:7][CH2:8]1. The reactants are Nc1ccc(Br)cc1, COC(C)C(C=O)NC(=O)OC(C)(C)C, CC(=O)O[BH-](OC(C)=O)OC(C)=O, CC(Cl)Cl, [Na+]. Product: COC(C)C(CNc1ccc(Br)cc1)NC(=O)OC(C)(C)C. As a reaction SMILES: [Br:16][c:17]1[cH:18][cH:19][c:20]([NH2:21])[cH:22][cH:23]1.[C:1]([CH3:2])([CH3:3])([CH3:4])[O:5][C:6]([NH:7][CH:8]([CH:9]([CH3:10])[O:11][CH3:12])[CH:13]=[O:14])=[O:15].[C:24]([O:25][BH-:26]([O:27][C:28](=[O:29])[CH3:30])[O:31][C:32](=[O:33])[CH3:34])(=[O:35])[CH3:36].[Cl:38][CH:39]([Cl:40])[CH3:41].[Na+:37]>>[C:1]([CH3:2])([CH3:3])([CH3:4])[O:5][C:6]([NH:7][CH:8]([CH:9]([CH3:10])[O:11][CH3:12])[CH2:13][NH:21][c:20]1[cH:19][cH:18][c:17]([Br:16])[cH:23][cH:22]1)=[O:15]. Reactants: O=C1OCC2=NC(=CC=C21)C=O (5-oxo-5,7-dihydro-furo[3,4-b]pyridine-2-carbaldehyde), C(CO)O (ethylene glycol), C(=O)(O)[O-].[Na+] (NaHCO3), O.C1(=CC=C(C=C1)S(=O)(=O)O)C (p-toluenesulfonic acid monohydrate). The solvent is C1=CC=CC=C1 (benzene). Yields the product O1C(OCC1)C1=CC=C2C(=N1)COC2=O (2-[1,3]Dioxolan-2-yl-7H-furo[3,4-b]pyridin-5-one). Yield: 33.2%. Reaction SMILES: [O:1]=[C:2]1[C:10]2[C:5](=[N:6][C:7]([CH:11]=[O:12])=[CH:8][CH:9]=2)[CH2:4][O:3]1.[CH2:13](O)[CH2:14][OH:15].O.C1(C)C=CC(S(O)(=O)=O)=CC=1.C([O-])(O)=O.[Na+]>C1C=CC=CC=1>[O:12]1[CH2:13][CH2:14][O:15][CH:11]1[C:7]1[N:6]=[C:5]2[CH2:4][O:3][C:2](=[O:1])[C:10]2=[CH:9][CH:8]=1 |f:2.3,4.5|. Reported procedure: To a solution of 5-oxo-5,7-dihydro-furo[3,4-b]pyridine-2-carbaldehyde (100 mg, 0.61 mmol) in anhydrous benzene (5 mL) is added ethylene glycol (0.1 mL, 1.77 mmol), a catalytic amount p-toluenesulfonic acid monohydrate and 4 Å mole sieves. The reaction mixture is heated at a reflux temperature for 20 h. The reaction mixture is allowed to cool to room temperature and saturated aqueous NaHCO3 solution is added. The resulting mixture is filtered through celite, washed with saturated aqueous NaHCO3 a... The reactants are COc1c(F)cc(C=O)c(F)c1Br, CCN1C(=O)CC(C)(C)c2cc(C)c(Br)cc21. The product is CCN1C(=O)CC(C)(C)c2cc(C)c(-c3c(F)c(C=O)cc(F)c3OC)cc21. Reaction SMILES: [Br:18][c:19]1[c:20]([F:30])[c:21]([CH:22]=[O:23])[cH:24][c:25]([F:29])[c:26]1[O:27][CH3:28].[Br:1][c:2]1[c:3]([CH3:17])[cH:4][c:5]2[c:10]([cH:11]1)[N:9]([CH2:12][CH3:13])[C:8](=[O:14])[CH2:7][C:6]2([CH3:15])[CH3:16]>>[c:2]1(-[c:19]2[c:20]([F:30])[c:21]([CH:22]=[O:23])[cH:24][c:25]([F:29])[c:26]2[O:27][CH3:28])[c:3]([CH3:17])[cH:4][c:5]2[c:10]([cH:11]1)[N:9]([CH2:12][CH3:13])[C:8](=[O:14])[CH2:7][C:6]2([CH3:15])[CH3:16]. The reactants are CN(C)c1ccccc1CSc1nc2c([nH]1)CCCC2, ClC(Cl)Cl, O=C(OO)c1cccc(Cl)c1, [Na+], O=C([O-])O. Yields the product CN(C)c1ccccc1CS(=O)c1nc2c([nH]1)CCCC2. Reaction SMILES: [CH3:1][N:2]([c:3]1[c:4]([CH2:5][S:6][c:7]2[n:8][c:9]3[c:10]([nH:11]2)[CH2:12][CH2:13][CH2:14][CH2:15]3)[cH:16][cH:17][cH:18][cH:19]1)[CH3:20].[CH:37]([Cl:38])([Cl:39])[Cl:40].[Cl:21][c:22]1[cH:23][cH:24][cH:25][c:26]([C:27]([O:28][OH:30])=[O:29])[cH:31]1.[Na+:36].[O-:32][C:33]([OH:34])=[O:35]>>[CH3:1][N:2]([c:3]1[c:4]([CH2:5][S:6]([c:7]2[nH:8][c:9]3[c:10]([n:11]2)[CH2:12][CH2:13][CH2:14][CH2:15]3)=[O:29])[cH:16][cH:17][cH:18][cH:19]1)[CH3:20]. Reactants: Cn1nnc(C2(F)CC3(c4ccccc4)C(OCc4cc(C(F)(F)F)cc(C(F)(F)F)c4)CCC2N3Cc2ccccc2)n1, Cl. The product is Cn1nnc(C2(F)CC3(c4ccccc4)NC2CCC3OCc2cc(C(F)(F)F)cc(C(F)(F)F)c2)n1. As a reaction SMILES: [CH2:1]([c:2]1[cH:3][cH:4][cH:5][cH:6][cH:7]1)[N:8]1[C:9]2([c:39]3[cH:40][cH:41][cH:42][cH:43][cH:44]3)[CH:10]([O:23][CH2:24][c:25]3[cH:26][c:27]([C:35]([F:36])([F:37])[F:38])[cH:28][c:29]([C:31]([F:32])([F:33])[F:34])[cH:30]3)[CH2:11][CH2:12][CH:13]1[C:14]([c:16]1[n:17][n:18][n:19]([CH3:21])[n:20]1)([F:22])[CH2:15]2.[ClH:45]>>[NH:8]1[C:9]2([c:39]3[cH:40][cH:41][cH:42][cH:43][cH:44]3)[CH:10]([O:23][CH2:24][c:25]3[cH:26][c:27]([C:35]([F:36])([F:37])[F:38])[cH:28][c:29]([C:31]([F:32])([F:33])[F:34])[cH:30]3)[CH2:11][CH2:12][CH:13]1[C:14]([c:16]1[n:17][n:18][n:19]([CH3:21])[n:20]1)([F:22])[CH2:15]2.